From a dataset of the Open Reaction Database (ORD), a public repository of structured organic reaction records. describe an organic reaction: reactants, conditions, products, and yield As a reaction SMILES: [CH2:26]([Cl:27])[Cl:28].[CH3:3][c:4]1[cH:5][cH:6][c:7]([CH2:10][N:11]=[N+:12]=[N-:13])[cH:8][n:9]1.[Na+:21].[O:14]=[C:15]1[CH:16]=[CH:17][C:18](=[O:19])[O:20]1.[OH:1][OH:2].[OH:22][C:23](=[O:24])[O-:25]>>[CH3:3][c:4]1[cH:5][cH:6][c:7]([CH2:10][N:11]=[N+:12]=[N-:13])[cH:8][n+:9]1[O-:14]. Yields the product Cc1ccc(CN=[N+]=[N-])c[n+]1[O-]. Reactants: ClCCl, Cc1ccc(CN=[N+]=[N-])cn1, [Na+], O=C1C=CC(=O)O1, OO, O=C([O-])O. Reactants: CC(=O)N(c1ccc(F)cc1)C1CCNCC1, O=C1CCCCC1. The product is CC(=O)N(c1ccc(F)cc1)C1CCN(C2CCCCC2)CC1. As a reaction SMILES: [F:1][c:2]1[cH:3][cH:4][c:5]([N:8]([C:9]([CH3:10])=[O:11])[CH:12]2[CH2:13][CH2:14][NH:15][CH2:16][CH2:17]2)[cH:6][cH:7]1.[O:18]=[C:19]1[CH2:20][CH2:21][CH2:22][CH2:23][CH2:24]1>>[F:1][c:2]1[cH:3][cH:4][c:5]([N:8]([C:9]([CH3:10])=[O:11])[CH:12]2[CH2:13][CH2:14][N:15]([CH:19]3[CH2:20][CH2:21][CH2:22][CH2:23][CH2:24]3)[CH2:16][CH2:17]2)[cH:6][cH:7]1. Reactants: CCOC(=O)C#CC1(NC(=O)OC(C)(C)C)CC1, O=C([O-])O, CCCCOCN(Cc1ccccc1)C[Si](C)(C)C, ClCCl, [Na+], O=C(O)C(F)(F)F. Product: CCOC(=O)C1=C(C2(NC(=O)OC(C)(C)C)CC2)CN(Cc2ccccc2)C1. As a reaction SMILES: [C:20]([CH3:21])([CH3:22])([CH3:23])[O:24][C:25](=[O:26])[NH:27][C:28]1([C:31]#[C:32][C:33](=[O:34])[O:35][CH2:36][CH3:37])[CH2:29][CH2:30]1.[C:45](=[O:46])([OH:47])[O-:48].[CH2:1]([c:2]1[cH:3][cH:4][cH:5][cH:6][cH:7]1)[N:8]([CH2:9][O:14][CH2:16][CH2:17][CH2:18][CH3:19])[CH2:15][Si:10]([CH3:11])([CH3:12])[CH3:13].[Cl:50][CH2:51][Cl:52].[Na+:49].[OH:38][C:39]([C:40]([F:41])([F:42])[F:43])=[O:44]>>[CH2:1]([c:2]1[cH:3][cH:4][cH:5][cH:6][cH:7]1)[N:8]1[CH2:9][C:31]([C:28]2([NH:27][C:25]([O:24][C:20]([CH3:21])([CH3:22])[CH3:23])=[O:26])[CH2:29][CH2:30]2)=[C:32]([C:33](=[O:34])[O:35][CH2:36][CH3:37])[CH2:15]1.